This data is from the Open Reaction Database (ORD), a public repository of structured organic reaction records. The task is: describe an organic reaction: reactants, conditions, products, and yield Starting materials: ice water, C(C)(C)(C)C=1N=C(SC1)C=1OC2=C(C1)C=C(C=C2)C(CBr)=O (4-tert-butyl-2-[5-(bromoacetyl)benzofuran-2-yl]thiazole), C(#N)C1=CNC2=CC=CC=C12 (3-cyanoindole), C([O-])([O-])=O.[K+].[K+] (potassium carbonate), Cl (hydrochloric acid). The solvent is CC(=O)CC (methylethylketone). Conditions: temperature 40 celsius, time 2 hour. Product: C(C)(C)(C)C=1N=C(SC1)C=1OC2=C(C1)C=C(C=C2)C(CN2C=C(C1=CC=CC=C21)C#N)=O (1-{2-[2-(4-tert-butylthiazol-2-yl)benzofuran-5-yl]-2-oxoethyl}indole-3-carbonitrile). Yield: 86.2%. RXN SMILES: [C:1]([C:5]1[N:6]=[C:7]([C:10]2[O:11][C:12]3[CH:18]=[CH:17][C:16]([C:19](=[O:22])[CH2:20]Br)=[CH:15][C:13]=3[CH:14]=2)[S:8][CH:9]=1)([CH3:4])([CH3:3])[CH3:2].[C:23]([C:25]1[C:33]2[C:28](=[CH:29][CH:30]=[CH:31][CH:32]=2)[NH:27][CH:26]=1)#[N:24].C(=O)([O-])[O-].[K+].[K+].Cl>CC(CC)=O>[C:1]([C:5]1[N:6]=[C:7]([C:10]2[O:11][C:12]3[CH:18]=[CH:17][C:16]([C:19](=[O:22])[CH2:20][N:27]4[C:28]5[C:33](=[CH:32][CH:31]=[CH:30][CH:29]=5)[C:25]([C:23]#[N:24])=[CH:26]4)=[CH:15][C:13]=3[CH:14]=2)[S:8][CH:9]=1)([CH3:4])([CH3:3])[CH3:2] |f:2.3.4|. Procedure: A mixture of 4-tert-butyl-2-[5-(bromoacetyl)benzofuran-2-yl]thiazole (0.20 g), 3-cyanoindole (75 mg) and potassium carbonate (146 mg) in methylethylketone (3 ml) was stirred at 40° C. for 2 hours. After being cooled to room temperature, the mixture was poured into ice-water and the mixture was acidified with diluted hydrochloric acid and extracted with ethyl acetate. The organic layer was washed with brine, dried over magnesium sulfate and concentrated under reduced pressure. The residue was col... Reactants: N1=CC=CC=C1 (pyridine), CC(CCO)C (3-Methyl-1-butanol), ClC(=O)OCCl (chloromethyl chloroformate). The solvent is ClCCl (dichloromethane). Yields the product C(OCCl)(OCCC(C)C)=O (Chloromethyl 3-methyl-1-butyl carbonate). Procedure: 3-Methyl-1-butanol (4.4 g) was dissolved in dichloromethane (75 ml) and pyridine (4.0 g) was added to it. The reaction mixture was cooled in an ice bath and chloromethyl chloroformate (6.5 g) was added to it with stirring. The cooling bath was removed and the reaction mixture was stirred at room temperature for 16 hours. The dichloromethane solution was washed with water thrice and once with brine. The organic layer was dried over sodium sulfate and evaporated to furnish a colorless oil of desir... Reaction SMILES: [CH3:1][CH:2]([CH3:6])[CH2:3][CH2:4][OH:5].N1C=CC=CC=1.Cl[C:14]([O:16][CH2:17][Cl:18])=[O:15]>ClCCl>[C:14](=[O:15])([O:5][CH2:4][CH2:3][CH:2]([CH3:6])[CH3:1])[O:16][CH2:17][Cl:18]. The reactants are C([O-])(O)=O.[Na+] (sodium bicarbonate), CC(=O)C1=CC=C(C=C1)N (4-aminoacetophenone), C(C#C)Cl (propargyl chloride), C(C)(C)N(CC)C(C)C (diisopropylethylamine). The solvent is C1(=CC=CC=C1)C (toluene). Conditions: temperature 60 celsius, time 8 hour. Product: C(C#C)NC1=CC=C(C=C1)C(C)=O (1-[4-(2-Propynylamino)phenyl]ethanone). Isolated yield 49.0%. RXN SMILES: [CH3:1][C:2]([C:4]1[CH:9]=[CH:8][C:7]([NH2:10])=[CH:6][CH:5]=1)=[O:3].[CH2:11](Cl)[C:12]#[CH:13].C(N(C(C)C)CC)(C)C.C(=O)(O)[O-].[Na+]>C1(C)C=CC=CC=1>[CH2:13]([NH:10][C:7]1[CH:8]=[CH:9][C:4]([C:2](=[O:3])[CH3:1])=[CH:5][CH:6]=1)[C:12]#[CH:11] |f:3.4|. Procedure details: A mixture of 25 g (0.185 mol) of 4-aminoacetophenone, 12.7 ml (0.176 mol) of propargyl chloride, and 35 ml of diisopropylethylamine in 500 ml of dry toluene is stirred at 60° C. for eight hours then at 90° C. for twenty-four hours. The reaction is cooled to room temperature and poured into a saturated sodium bicarbonate solution. The organic portion is separated and concentrated in vacuo to an orange oil. The oil is chromatographed on silica gel eluting with a gradient of 20-50% ethyl acetate in... Reactants: ClC=1C=C(C=NC1OC=1C=NC2=CC=CC=C2C1)N (5-chloro-6-(quinolin-3-yloxy)pyridin-3-amine), ClC1=C(C=CC(=C1)Cl)S(=O)(=O)Cl (2,4-dichlorobenzene-1-sulfonyl chloride). Product: ClC1=C(C=CC(=C1)Cl)S(=O)(=O)NC=1C=NC(=C(C1)Cl)OC=1C=NC2=CC=CC=C2C1 (2,4-Dichloro-N-(5-chloro-6-(quinolin-3-yloxy)pyridin-3-yl)benzenesulfonamide). Reaction SMILES: [Cl:1][C:2]1[CH:3]=[C:4]([NH2:19])[CH:5]=[N:6][C:7]=1[O:8][C:9]1[CH:10]=[N:11][C:12]2[C:17]([CH:18]=1)=[CH:16][CH:15]=[CH:14][CH:13]=2.[Cl:20][C:21]1[CH:26]=[C:25]([Cl:27])[CH:24]=[CH:23][C:22]=1[S:28](Cl)(=[O:30])=[O:29]>>[Cl:20][C:21]1[CH:26]=[C:25]([Cl:27])[CH:24]=[CH:23][C:22]=1[S:28]([NH:19][C:4]1[CH:5]=[N:6][C:7]([O:8][C:9]2[CH:10]=[N:11][C:12]3[C:17]([CH:18]=2)=[CH:16][CH:15]=[CH:14][CH:13]=3)=[C:2]([Cl:1])[CH:3]=1)(=[O:30])=[O:29]. Procedure details: The title compound was prepared by reacting 5-chloro-6-(quinolin-3-yloxy)pyridin-3-amine (obtained as per procedure described in preparation 1) and 2,4-dichlorobenzene-1-sulfonyl chloride. The reactants are COC1=CC=C(C=C1)C(C(Cl)Cl)=O (p-methoxy-2,2-dichloroacetophenone), BrC(C(=O)C1=CC=CC=C1)Br (2,2-dibromoacetophenone), C(C)(C)C1=CC=C(C=C1)C(C(C)(C)O)=O (p-isopropyl-2-hydroxy-2,2-dimethylacetophenone), 2-2,dimethoxy-2-phenylacetophenone, 2-hydroxy-2,2-cyclohexylacetophenone, C(CCCCCCCCCCC)C1=CC=C(C=C1)C(C(C)(C)O)=O (p-dodecyl-2-hydroxy-2,2-dimethylacetophenone), C1(CCCCC1)C1=CC=C(C=C1)C(C(CCCC)CCCC)=O (p-cyclohexyl-2,2-dibutylacetophenone), O(C1=CC=CC=C1)C1=CC=C(C=C1)C(C(Br)Br)=O (p-phenoxy-2,2-dibromoacetophenone), C(CCC)C1=CC=C(C=C1)C(C(CC)(C)O)=O (p-n-butyl-2-hydroxy-2-methyl-2-ethylacetophenone), OC(C(=O)C1=CC=CC=C1)(C)C (2-hydroxy-2,2-dimethylacetophenone), OC(C(=O)C1=CC=CC=C1)(CCC)CCC (2-hydroxy-2,2-dipropylacetophenone), CC(C(=O)C1=CC=CC=C1)C (2,2-dimethylacetophenone), ClC(C(=O)C1=CC=CC=C1)Cl (2,2-dichloroacetophenone), C1(=CC=CC=C1)C(=O)C1=CC=CC=C1.OC1CCCCC1 (1-hydroxycyclohexane phenyl ketone), OC(C(=O)C1=CC=CC=C1)(CC)CC (2-hydroxy-2,2-diethylacetophenone), C(C)(C)C1=CC=C(C=C1)C(C(CC)(CC)O)=O (p-isopropyl-2-hydroxy-2,2-diethylacetophenone). The product is O(C1=CC=CC=C1)C1=CC=C(C=C1)C(C(Cl)Cl)=O (p-phenoxy-2,2-dichloroacetophenone). RXN SMILES: [CH3:1][O:2][C:3]1[CH:8]=[CH:7][C:6]([C:9](=[O:13])[CH:10]([Cl:12])[Cl:11])=[CH:5][CH:4]=1.O[C:15](C)([CH3:24])[C:16]([C:18]1C=CC=C[CH:19]=1)=O.OC(CC)(CC)C(C1C=CC=CC=1)=O.OC(CCC)(CCC)C(C1C=CC=CC=1)=O.C(C1C=CC(C(=O)C(O)(C)C)=CC=1)(C)C.C(C1C=CC(C(=O)C(O)(CC)CC)=CC=1)(C)C.C(C1C=CC(C(=O)C(O)(C)CC)=CC=1)CCC.C(C1C=CC(C(=O)C(O)(C)C)=CC=1)CCCCCCCCCCC.O(C1C=CC(C(=O)C(Br)Br)=CC=1)C1C=CC=CC=1.BrC(Br)C(C1C=CC=CC=1)=O.ClC(Cl)C(C1C=CC=CC=1)=O.CC(C)C(C1C=CC=CC=1)=O.C1(C2C=CC(C(=O)C(CCCC)CCCC)=CC=2)CCCCC1.C1(C(C2C=CC=CC=2)=O)C=CC=CC=1.OC1CCCCC1>>[O:2]([C:3]1[CH:4]=[CH:5][C:6]([C:9](=[O:13])[CH:10]([Cl:11])[Cl:12])=[CH:7][CH:8]=1)[C:1]1[CH:19]=[CH:18][CH:16]=[CH:15][CH:24]=1 |f:13.14|. Procedure details: p-methoxy-2,2-dichloroacetophenone; 2-hydroxy-2,2-dimethylacetophenone; 2-hydroxy-2,2-diethylacetophenone; 2-hydroxy-2,2-dipropylacetophenone; p-isopropyl-2-hydroxy-2,2-dimethylacetophenone; p-isopropyl-2-hydroxy-2,2-diethylacetophenone; p-n-butyl-2-hydroxy-2-methyl-2-ethylacetophenone; p-dodecyl-2-hydroxy-2,2-dimethylacetophenone; p-phenoxy-2,2-dibromoacetophenone; 2,2-dibromoacetophenone; 2,2-dichloroacetophenone; 2,2-dimethylacetophenone; 2-hydroxy-2,2-cyclohexylacetophenone; p-cyclohexyl-2,2... Starting materials: CCCc1c(CSc2nccc(OCC(=O)OCC)n2)ccc(C(C)=O)c1O, CCOC(C)=O, CO, Cl, [Na+], [OH-]. Product: CCCc1c(CSc2nccc(OCC(=O)O)n2)ccc(C(C)=O)c1O. Reaction SMILES: [C:1]([CH3:2])(=[O:3])[c:4]1[c:5]([OH:28])[c:6]([CH2:25][CH2:26][CH3:27])[c:7]([CH2:8][S:9][c:10]2[n:11][cH:12][cH:13][c:14]([O:16][CH2:17][C:18](=[O:19])[O:20][CH2:21][CH3:22])[n:15]2)[cH:23][cH:24]1.[CH3:31][CH2:32][O:33][C:34](=[O:35])[CH3:36].[CH3:38][OH:39].[ClH:37].[Na+:30].[OH-:29]>>[C:1]([CH3:2])(=[O:3])[c:4]1[c:5]([OH:28])[c:6]([CH2:25][CH2:26][CH3:27])[c:7]([CH2:8][S:9][c:10]2[n:11][cH:12][cH:13][c:14]([O:16][CH2:17][C:18](=[O:19])[OH:20])[n:15]2)[cH:23][cH:24]1. The product is NC1(CCC1)C1=CC=C(C=C1)C=1C(=CC2=C(OC(C(N2)=O)C)N1)C1=CC=CC=C1 (6-(4-(1-aminocyclobutyl)phenyl)-3-methyl-7-phenyl-1H-pyrido[2,3-b][1,4]oxazin-2(3H)-one). Procedure details: Following the procedure for 3-(6-(4-(1-aminocyclobutyl)phenyl)-2-oxo-7-phenyl-2,3-dihydro-1H-pyrido[2,3-b][1,4]oxazin-1-yl)propanenitrile, tert-butyl(1-(4-(3-methyl-2-oxo-7-phenyl-2,3-dihydro-1H-pyrido[2,3-b][1,4]oxazin-6-yl)phenyl)cyclobutyl)carbamate (25 mg, 0.051 mmol) was reacted to afford the title compound (18.5 mg). 1H NMR (500 MHz, CD3OD): 7.37-7.42 (m, 4H), 7.34 (s, 1H), 7.28-7.30 (m, 3H), 7.18-7.20 (m, 2H), 5.03 (q, 1H), 2.73-2.79 (m, 2H), 2.56-2.60 (m, 2H), 2.20-2.26 (m, 1H), 1.96-1.9... Reactants: NC1(CCC1)C1=CC=C(C=C1)C=1C(=CC2=C(OCC(N2CCC#N)=O)N1)C1=CC=CC=C1 (3-(6-(4-(1-aminocyclobutyl)phenyl)-2-oxo-7-phenyl-2,3-dihydro-1H-pyrido[2,3-b][1,4]oxazin-1-yl)propanenitrile), C(C)(C)(C)OC(NC1(CCC1)C1=CC=C(C=C1)C=1C(=CC2=C(OC(C(N2)=O)C)N1)C1=CC=CC=C1)=O (tert-butyl(1-(4-(3-methyl-2-oxo-7-phenyl-2,3-dihydro-1H-pyrido[2,3-b][1,4]oxazin-6-yl)phenyl)cyclobutyl)carbamate). Yield: 94.1%. Reaction SMILES: NC1(C2C=CC(C3C(C4C=CC=CC=4)=CC4N(CCC#N)C(=O)COC=4N=3)=CC=2)CCC1.C(OC(=O)[NH:39][C:40]1([C:44]2[CH:49]=[CH:48][C:47]([C:50]3[C:51]([C:62]4[CH:67]=[CH:66][CH:65]=[CH:64][CH:63]=4)=[CH:52][C:53]4[NH:58][C:57](=[O:59])[CH:56]([CH3:60])[O:55][C:54]=4[N:61]=3)=[CH:46][CH:45]=2)[CH2:43][CH2:42][CH2:41]1)(C)(C)C>>[NH2:39][C:40]1([C:44]2[CH:45]=[CH:46][C:47]([C:50]3[C:51]([C:62]4[CH:67]=[CH:66][CH:65]=[CH:64][CH:63]=4)=[CH:52][C:53]4[NH:58][C:57](=[O:59])[CH:56]([CH3:60])[O:55][C:54]=4[N:61]=3)=[CH:48][CH:49]=2)[CH2:41][CH2:42][CH2:43]1. Reactants: CC1(COC1)CO (3-methyl-3-oxetanemethanol), [H-].[Na+] (sodium hydride), [N+](=O)([O-])C1=CC=C(C=C1)OC(=O)N1[C@@H](C[C@@H](C1)N(C1=NC=C(C=N1)C=1C=NN(C1)C)CC1=CC(=CC(=C1)C(F)(F)F)C(F)(F)F)CC ((2R,4S)-4-{(3,5-bis-trifluoromethyl-benzyl)-[5-(1-methyl-1H-pyrazol-4-yl)-pyrimidin-2-yl]-amino}-2-ethyl-pyrrolidine-1-carboxylic acid 4-nitro-phenyl ester). Solvent: C1CCOC1 (THF), C1CCOC1 (THF). Conditions: time 1 hour. Product: CC1(COC1)COC(=O)N1[C@@H](C[C@@H](C1)N(C1=NC=C(C=N1)C=1C=NN(C1)C)CC1=CC(=CC(=C1)C(F)(F)F)C(F)(F)F)CC ((2R,4S)-4-{(3,5-Bis-trifluoromethyl-benzyl)-[5-(1-methyl-1H-pyrazol-4-yl)-pyrimidin-2-yl]-amino}-2-ethyl-pyrrolidine-1-carboxylic acid 3-methyl-oxetan-3-ylmethyl ester). The yield is 64.3%. RXN SMILES: [CH3:1][C:2]1([CH2:6][OH:7])[CH2:5][O:4][CH2:3]1.[H-].[Na+].[N+](C1C=CC([O:19][C:20]([N:22]2[CH2:26][C@@H:25]([N:27]([CH2:40][C:41]3[CH:46]=[C:45]([C:47]([F:50])([F:49])[F:48])[CH:44]=[C:43]([C:51]([F:54])([F:53])[F:52])[CH:42]=3)[C:28]3[N:33]=[CH:32][C:31]([C:34]4[CH:35]=[N:36][N:37]([CH3:39])[CH:38]=4)=[CH:30][N:29]=3)[CH2:24][C@H:23]2[CH2:55][CH3:56])=O)=CC=1)([O-])=O>C1COCC1>[CH3:1][C:2]1([CH2:6][O:7][C:20]([N:22]2[CH2:26][C@@H:25]([N:27]([CH2:40][C:41]3[CH:42]=[C:43]([C:51]([F:52])([F:53])[F:54])[CH:44]=[C:45]([C:47]([F:48])([F:49])[F:50])[CH:46]=3)[C:28]3[N:29]=[CH:30][C:31]([C:34]4[CH:35]=[N:36][N:37]([CH3:39])[CH:38]=4)=[CH:32][N:33]=3)[CH2:24][C@H:23]2[CH2:55][CH3:56])=[O:19])[CH2:5][O:4][CH2:3]1 |f:1.2|. Procedure details: To a mixture of 3-methyl-3-oxetanemethanol (0.202 mmol; 20.6 mg) and sodium hydride (60% oil dispersion in mineral oil, 0.202 mmol; 8.1 mg) in THF (0.5 mL) is added a solution of (2R,4S)-4-{(3,5-bis-trifluoromethyl-benzyl)-[5-(1-methyl-1H-pyrazol-4-yl)-pyrimidin-2-yl]-amino}-2-ethyl-pyrrolidine-1-carboxylic acid 4-nitro-phenyl ester (0.101 mmol; 67 mg) in THF (0.5 mL). The reaction mixture is stirred for 1 hour at room temperature, then quenched with saturated aqueous ammonium chloride. The prod...